From a dataset of the Open Reaction Database (ORD), a public repository of structured organic reaction records. describe an organic reaction: reactants, conditions, products, and yield Starting materials: C(C(C(CC(=O)OC1CC(N(C(C1)(C)C)C)(C)C)C(=O)OC1CC(N(C(C1)(C)C)C)(C)C)C(=O)OC1CC(N(C(C1)(C)C)C)(C)C)C(=O)OC1CC(N(C(C1)(C)C)C)(C)C (tetrakis(1,2,2,6,6-pentamethyl-4-piperidyl) 1,2,3,4-butanetetracarboxylate), C(C(C(CC(=O)OC1CC(NC(C1)(C)C)(C)C)C(=O)OC1CC(NC(C1)(C)C)(C)C)C(=O)OC1CC(NC(C1)(C)C)(C)C)C(=O)OC1CC(NC(C1)(C)C)(C)C (tetrakis(2,2,6,6-tetramethyl-4-piperidyl) 1,2,3,4-butanetetracarboxylate), CC1(CC(CC(N1)(C)C)OC(=O)CC(C(CC(=O)OC2CC(NC(C2)(C)C)(C)C)C(=O)OC3CC(NC(C3)(C)C)(C)C)C(=O)OC4CC(NC(C4)(C)C)(C)C)C (LA-57). Product: ester, C(C(C(CC(=O)O)C(=O)O)C(=O)O)C(=O)O (1,2,3,4-butanetetracarboxylic acid), CN1C(CC(CC1(C)C)O)(C)C (1,2,2,6,6-pentamethyl-4-piperidinol), C(CCCCCCCCCCCC)O (1-tridecanol). RXN SMILES: [CH2:1]([C:47]([O:49][CH:50]1[CH2:55][C:54]([CH3:57])(C)N(C)[C:52]([CH3:60])(C)[CH2:51]1)=[O:48])[CH:2]([C:33]([O:35]C1CC(C)(C)N(C)C(C)(C)C1)=[O:34])[CH:3]([C:19]([O:21]C1CC(C)(C)N(C)C(C)(C)C1)=[O:20])[CH2:4][C:5]([O:7][CH:8]1[CH2:13][C:12]([CH3:15])([CH3:14])[N:11]([CH3:16])[C:10]([CH3:18])([CH3:17])[CH2:9]1)=[O:6].[CH2:61]([C:104](OC1CC(C)(C)NC(C)(C)C1)=O)[CH:62](C(OC1CC(C)(C)NC(C)(C)C1)=O)[CH:63](C(OC1CC(C)(C)NC(C)(C)C1)=O)[CH2:64][C:65](OC1CC(C)(C)NC(C)(C)C1)=[O:66]>>[CH2:4]([C:5]([OH:7])=[O:6])[CH:3]([C:19]([OH:21])=[O:20])[CH:2]([C:33]([OH:35])=[O:34])[CH2:1][C:47]([OH:49])=[O:48].[CH3:16][N:11]1[C:12]([CH3:14])([CH3:15])[CH2:13][CH:8]([OH:7])[CH2:9][C:10]1([CH3:18])[CH3:17].[CH2:65]([OH:66])[CH2:64][CH2:63][CH2:62][CH2:61][CH2:104][CH2:57][CH2:54][CH2:55][CH2:50][CH2:51][CH2:52][CH3:60]. Procedure: tetrakis(1,2,2,6,6-pentamethyl-4-piperidyl) 1,2,3,4-butanetetracarboxylate (available under the trade name of “ADEKASTAB LA-52” from Asahi Denka Kogyo K.K.), tetrakis(2,2,6,6-tetramethyl-4-piperidyl) 1,2,3,4-butanetetracarboxylate (available under the trade name of “ADEKASTAB LA-57” from Asahi Denka Kogyo K.K.), an ester mixture obtained by esterification reaction of 1,2,3,4-butanetetracarboxylic acid with 1,2,2,6,6-pentamethyl-4-piperidinol and 1-tridecanol (available under the trade name of “A... As a reaction SMILES: [OH:1][C:2]1[CH:10]=[CH:9][C:5]([C:6]([O-:8])=[O:7])=[CH:4][CH:3]=1.Br[CH2:12][CH2:13][CH2:14][Cl:15].C(=O)([O-])[O-].[K+].[K+].[CH3:22][C:23](C)=O>>[CH2:22]([O:7][C:6](=[O:8])[C:5]1[CH:9]=[CH:10][C:2]([O:1][CH2:12][CH2:13][CH2:14][Cl:15])=[CH:3][CH:4]=1)[CH3:23] |f:2.3.4|. Product: C(C)OC(C1=CC=C(C=C1)OCCCCl)=O (4-(3-Chloropropoxy)benzoic acid ethyl ester). Starting materials: OC1=CC=C(C(=O)[O-])C=C1 (4-hydroxybenzoate), BrCCCCl (1-bromo-3-chloropropane), C([O-])([O-])=O.[K+].[K+] (potassium carbonate), CC(=O)C (acetone). Procedure: Ethyl, 4-hydroxybenzoate 83.1 g (0.50 mole), 107 ml (1.0 mole) of 1-bromo-3-chloropropane, and potassium carbonate (1.5 mole, 207.3 g) were mechanically stirred in 600 ml of refluxing acetone under nitrogen overnight. The potassium carbonate was removed by filtration, and the filtrate was evaporated under reduced pressure to give 122 g of a liquid. This liquid was dissolved in 250 ml of petroleum ether and with stirring and cooling in an ice/2-propanol bath. A white precipitate formed and was co... The reactants are COC1=C(C(=CC=C1)C(F)(F)F)O (2-Methoxy-6-(trifluoromethyl)phenol), C1N2CN3CN1CN(C2)C3 (hexamethylenetetramine), C(=O)(C(F)(F)F)O (TFA). Product: OC1=C(C=C(C=O)C=C1C(F)(F)F)OC (4-Hydroxy-3-methoxy-5-(trifluoromethyl)benzaldehyde). Yield: 34.0%. As a reaction SMILES: [CH3:1][O:2][C:3]1[CH:8]=[CH:7][CH:6]=[C:5]([C:9]([F:12])([F:11])[F:10])[C:4]=1[OH:13].C1N2CN3CN(C2)CN1C3.[C:24](O)(C(F)(F)F)=[O:25]>>[OH:13][C:4]1[C:5]([C:9]([F:11])([F:10])[F:12])=[CH:6][C:7]([CH:24]=[O:25])=[CH:8][C:3]=1[O:2][CH3:1]. Procedure details: A mixture of 2-methoxy-6-(trifluoromethyl)phenol (2) (2.5 g, 13 mmol) and hexamethylenetetramine (1.8 g, 13 mmol) in TFA (40 mL) was stirred under reflux for 3 h. The solvent was removed in vacuo and the residue was dissolved in 1M HCl (20 mL). The product was extracted with DCM (3×20 mL), the combined organics were washed with brine (2×20 mL) and then the solvent was removed in vacuo. The residue was purified by silica gel chromatography (80 g, 0-100% EtOAc in isohexane) to afford 4-hydroxy-3-m... Reactants: C1CCNC1, C1=CC2=C(C=C1Br)NN=C2. Reagents/catalysts: [Li+].C[Si](C)(C)[N-][Si](C)(C)C, CC(C)OC1=C(C(=CC=C1)OC(C)C)C2=CC=CC=C2P(C3CCCCC3)C4CCCCC4, CC(C)OC1=C(C(=CC=C1)OC(C)C)C2=CC=CC=C2P(C3CCCCC3)C4CCCCC4.C1=CC=C([C-]=C1)CCN.[Cl-].[Pd+2]. Solvent: C1CCOC1. Conditions: temperature 60 celsius. Product: C1CCN(C1)C2=CC3=C(C=C2)C=NN3. Yield: 93.7%. Procedure: _This reaction is done in triplicate_ :  6-bromo-1H-indazole (1.2 g, 6.09 mmol, 1 eq each), chloro(2-dicyclohexylphosphino-2',6'-di-i- propoxy-1,1'-biphenyl)[2-(2-aminoethylphenyl)]palladium(II), methyl-t- butylether adduct (RuPhos-PreCatalyst) (89 mg, 0.12 mmol, 0.02 eq each), 2-Dicyclohexylphosphino-2',6'-di-i-propoxy-1,1'-biphenyl (RuPhos ligand) (57 mg, 0.12 mmol, 0.02 eq, each) were taken a stoppered bottle, flush with N2, pyrrolidine (0.60 ml, 522 mg. 7.34 mmol, 1.2 eq, each) and lithium b... The reactants are N#Cc1ccncc1, O=C(Nc1ccc(CCl)cc1)C1=Cc2cc(-c3ccccc3)ccc2CC1, CN(C)C=O. The product is N#Cc1cc[n+](Cc2ccc(NC(=O)C3=Cc4cc(-c5ccccc5)ccc4CC3)cc2)cc1, [Cl-]. Reaction SMILES: [C:28](#[N:29])[c:30]1[cH:31][cH:32][n:33][cH:34][cH:35]1.[Cl:1][CH2:2][c:3]1[cH:4][cH:5][c:6]([NH:9][C:10](=[O:11])[C:12]2=[CH:13][c:14]3[cH:15][c:16](-[c:22]4[cH:23][cH:24][cH:25][cH:26][cH:27]4)[cH:17][cH:18][c:19]3[CH2:20][CH2:21]2)[cH:7][cH:8]1.[O:36]=[CH:37][N:38]([CH3:39])[CH3:40]>>[CH2:2]([c:3]1[cH:4][cH:5][c:6]([NH:9][C:10](=[O:11])[C:12]2=[CH:13][c:14]3[cH:15][c:16](-[c:22]4[cH:23][cH:24][cH:25][cH:26][cH:27]4)[cH:17][cH:18][c:19]3[CH2:20][CH2:21]2)[cH:7][cH:8]1)[n+:33]1[cH:32][cH:31][c:30]([C:28]#[N:29])[cH:35][cH:34]1.[Cl-:1]. Reactants: N#Cc1ccc(N=C=O)cc1, CC(C)(C)CC1CNC(c2cccc(Cl)c2F)C1(C#N)c1ccc(Cl)cc1F, ClCCl. The product is CC(C)(C)CC1CN(C(=O)Nc2ccc(C#N)cc2)C(c2cccc(Cl)c2F)C1(C#N)c1ccc(Cl)cc1F. As a reaction SMILES: [C:29](#[N:30])[c:31]1[cH:32][cH:33][c:34]([N:37]=[C:38]=[O:39])[cH:35][cH:36]1.[Cl:1][c:2]1[c:3]([F:28])[c:4]([CH:8]2[NH:9][CH2:10][CH:11]([CH2:23][C:24]([CH3:25])([CH3:26])[CH3:27])[C:12]2([C:13]#[N:14])[c:15]2[c:16]([F:22])[cH:17][c:18]([Cl:21])[cH:19][cH:20]2)[cH:5][cH:6][cH:7]1.[Cl:40][CH2:41][Cl:42]>>[Cl:1][c:2]1[c:3]([F:28])[c:4]([CH:8]2[N:9]([C:38]([NH:37][c:34]3[cH:33][cH:32][c:31]([C:29]#[N:30])[cH:36][cH:35]3)=[O:39])[CH2:10][CH:11]([CH2:23][C:24]([CH3:25])([CH3:26])[CH3:27])[C:12]2([C:13]#[N:14])[c:15]2[c:16]([F:22])[cH:17][c:18]([Cl:21])[cH:19][cH:20]2)[cH:5][cH:6][cH:7]1.